From a dataset of the Open Reaction Database (ORD), a public repository of structured organic reaction records. describe an organic reaction: reactants, conditions, products, and yield The reactants are CCCCCCNc1c(F)cc(F)c2oc(-c3ccc(N(CCCN4C(=O)c5ccccc5C4=O)C(C)=O)c(F)c3)cc(=O)c12, CCO, Cl, [Na+], [OH-]. Product: CCCCCCNc1c(F)cc(F)c2oc(-c3ccc(NCCCN4C(=O)c5ccccc5C4=O)c(F)c3)cc(=O)c12. RXN SMILES: [C:1](=[O:2])([CH3:3])[N:4]([CH2:5][CH2:6][CH2:7][N:8]1[C:9](=[O:18])[c:10]2[c:11]([cH:14][cH:15][cH:16][cH:17]2)[C:12]1=[O:13])[c:19]1[c:20]([F:45])[cH:21][c:22](-[c:25]2[o:26][c:27]3[c:28]([c:29](=[O:31])[cH:30]2)[c:32]([NH:38][CH2:39][CH2:40][CH2:41][CH2:42][CH2:43][CH3:44])[c:33]([F:37])[cH:34][c:35]3[F:36])[cH:23][cH:24]1.[CH3:49][CH2:50][OH:51].[ClH:46].[Na+:48].[OH-:47]>>[NH:4]([CH2:5][CH2:6][CH2:7][N:8]1[C:9](=[O:18])[c:10]2[c:11]([cH:14][cH:15][cH:16][cH:17]2)[C:12]1=[O:13])[c:19]1[c:20]([F:45])[cH:21][c:22](-[c:25]2[o:26][c:27]3[c:28]([c:29](=[O:31])[cH:30]2)[c:32]([NH:38][CH2:39][CH2:40][CH2:41][CH2:42][CH2:43][CH3:44])[c:33]([F:37])[cH:34][c:35]3[F:36])[cH:23][cH:24]1. The reactants are ClC1=C(CN2C(=C(C3=CC=C(C=C23)C(=O)OC)C=O)CCC)C=CC=C1 (methyl 1-(2-chlorobenzyl)-3-formyl-2-propylindole-6-carboxylate), CC(C)=CC (2-methyl-2-butene), [Na] (sodium), Cl(=O)[O-].[Na+] (sodium chlorite), Cl (hydrochloric acid). The solvent is C(C)(C)(C)O (tert-butanol), O (water). Reaction conditions: temperature 40 celsius, time 2 hour. Yields the product ClC1=C(CN2C(=C(C3=CC=C(C=C23)C(=O)OC)C(=O)O)CCC)C=CC=C1 (1-(2-chlorobenzyl)-6-methoxycarbonyl-2-propylindole-3-carboxylic acid). The yield is 34.3%. RXN SMILES: [Cl:1][C:2]1[CH:26]=[CH:25][CH:24]=[CH:23][C:3]=1[CH2:4][N:5]1[C:13]2[C:8](=[CH:9][CH:10]=[C:11]([C:14]([O:16][CH3:17])=[O:15])[CH:12]=2)[C:7]([CH:18]=[O:19])=[C:6]1[CH2:20][CH2:21][CH3:22].CC(=CC)C.[Na].Cl([O-])=[O:34].[Na+].Cl>C(O)(C)(C)C.O>[Cl:1][C:2]1[CH:26]=[CH:25][CH:24]=[CH:23][C:3]=1[CH2:4][N:5]1[C:13]2[C:8](=[CH:9][CH:10]=[C:11]([C:14]([O:16][CH3:17])=[O:15])[CH:12]=2)[C:7]([C:18]([OH:34])=[O:19])=[C:6]1[CH2:20][CH2:21][CH3:22] |f:3.4,^1:31|. Procedure: To a mixture of methyl 1-(2-chlorobenzyl)-3-formyl-2-propylindole-6-carboxylate (263 mg), 2-methyl-2-butene (220 mg) and sodium dihydrogenohosphate (128 mg) in a mixture of tert-butanol (7 ml) and water (1.3 ml) was added sodium chlorite (219 mg) at 20° C. The reaction mixture was stirred at 40° C. for 2 hours. The reaction mixture was acidified with 1N hydrochloric acid at 0° C. and extracted with chloroform three times. The organic phase was dried over sodium sulfate and evaporated in vacuo. T... The reactants are ClC1=C2C=CC=CC2=C(C2=CC=CC=C12)C=O (10-chloro-9-anthraldehyde), NC(CO)(CO)CC (2-amino-2-ethyl-1,3-propanediol). Run in CO.CCOCC (CH3OH Et2O). Product: Cl.ClC1=C2C=CC=CC2=C(C2=CC=CC=C12)CNC(CO)(CO)CC (2-(((10-chloro-9-anthracenyl)methyl)amino)-2-ethyl-1,3-propanediol hydrochloride). Reaction SMILES: [Cl:1][C:2]1[C:15]2[C:10](=[CH:11][CH:12]=[CH:13][CH:14]=2)[C:9]([CH:16]=O)=[C:8]2[C:3]=1[CH:4]=[CH:5][CH:6]=[CH:7]2.[NH2:18][C:19]([CH2:24][CH3:25])([CH2:22][OH:23])[CH2:20][OH:21]>CO.CCOCC>[ClH:1].[Cl:1][C:2]1[C:3]2[C:8](=[CH:7][CH:6]=[CH:5][CH:4]=2)[C:9]([CH2:16][NH:18][C:19]([CH2:24][CH3:25])([CH2:22][OH:23])[CH2:20][OH:21])=[C:10]2[C:15]=1[CH:14]=[CH:13][CH:12]=[CH:11]2 |f:2.3,4.5|. Reported procedure: Using the reductive amination outlined in 1, 10-chloro-9-anthraldehyde (Aldrich) and 2-amino-2-ethyl-1,3-propanediol (Aldrich) gave 2-(((10-chloro-9-anthracenyl)methyl)amino)-2-ethyl-1,3-propanediol hydrochloride, mp 252°-254° (dec), (CH3OH/Et2O), (C, H, Cl, N). Starting materials: ClCCCOCC([C@H]1CC[C@H]2[C@@H]3CC[C@H]4CC(CC[C@]4(C)[C@H]3C(C[C@]12C)=O)=O)=O (21-(3'-chloropropoxy)-5α-pregnane-3,11,20-trione). The reagents and catalysts are O.Cl.Cl.Cl[Ir](Cl)(Cl)Cl (chloroiridic acid). Product: EtOAc petrol, ClCCCOCC([C@H]1CC[C@H]2[C@@H]3CC[C@H]4C[C@@H](CC[C@]4(C)[C@H]3C(C[C@]12C)=O)O)=O (21-(3'-Chloropropoxy)-3α-hydroxy-5α-pregnane-11,20-dione). Isolated yield 48.9%. RXN SMILES: [Cl:1][CH2:2][CH2:3][CH2:4][O:5][CH2:6][C:7](=[O:29])[C@@H:8]1[C@:25]2([CH3:26])[C@H:11]([C@H:12]3[C@H:22]([C:23](=[O:27])[CH2:24]2)[C@:20]2([CH3:21])[C@H:15]([CH2:16][C:17](=[O:28])[CH2:18][CH2:19]2)[CH2:14][CH2:13]3)[CH2:10][CH2:9]1>O.Cl.Cl.Cl[Ir](Cl)(Cl)Cl>[Cl:1][CH2:2][CH2:3][CH2:4][O:5][CH2:6][C:7](=[O:29])[C@@H:8]1[C@:25]2([CH3:26])[C@H:11]([C@H:12]3[C@H:22]([C:23](=[O:27])[CH2:24]2)[C@:20]2([CH3:21])[C@H:15]([CH2:16][C@H:17]([OH:28])[CH2:18][CH2:19]2)[CH2:14][CH2:13]3)[CH2:10][CH2:9]1 |f:1.2.3.4|. Reported procedure: The less polar residue, crude 21-(3'-chloropropoxy)-5α-pregnane-3,11,20-trione (1.1 g.) was treated with `stock` chloroiridic acid solution. The mixture was then refluxed for 24 hours, cooled and partitioned between water and ether. The organic layer was washed with water, dried (Na2SO4) and evaporated. The residue was subjected to preparative t.l.c. EtOAc/petrol 1:1 to give title compound (0.54 g.) as a white foam, [α]D + 73° (c 1.3). The reactants are [Al+3], ON=C1CCN(Cc2ccccc2)CC1, [H-], [H-], [H-], [H-], [Li+]. Product: NC1CCN(Cc2ccccc2)CC1. Reaction SMILES: [Al+3:2].[CH2:7]([c:8]1[cH:9][cH:10][cH:11][cH:12][cH:13]1)[N:14]1[CH2:15][CH2:16][C:17](=[N:20][OH:21])[CH2:18][CH2:19]1.[H-:1].[H-:4].[H-:5].[H-:6].[Li+:3]>>[CH2:7]([c:8]1[cH:9][cH:10][cH:11][cH:12][cH:13]1)[N:14]1[CH2:15][CH2:16][CH:17]([NH2:20])[CH2:18][CH2:19]1.